Task: describe an organic reaction: reactants, conditions, products, and yield. Dataset: the Open Reaction Database (ORD), a public repository of structured organic reaction records Reactants: C(C)(C)(C)OC(=O)N[C@@H]1CN(CC1)S(=O)(=O)C=1C=2C(=CN=C(C2C=CC1)Cl)Br ((S)-3-(tert-Butoxycarbonylamino)-1-(1-chloro-4-bromo-5-isoquinolinesulfony)-pyrrolidine), C(C)(C)(C)OC(=O)N[C@@H]1CN(CC1)S(=O)(=O)C=1C=2C(=CN=C(C2C=CC1)N)Cl ((S)-3-(tert-Butoxycarbonyl)amino-1-(1-amino-4-chloro-5-isoquinolinesulfonyl)-pyrrolidine). Product: N[C@@H]1CN(CC1)S(=O)(=O)C=1C=2C(=CN=C(C2C=CC1)N)Br ((S)-3-Amino-1-(1-amino-4-bromo-5-isoquinolinesulfonyl)pyrrolidine), Cl (hydrochloride). As a reaction SMILES: C(OC([NH:8][C@H:9]1[CH2:13][CH2:12][N:11]([S:14]([C:17]2[C:18]3[C:19]([Br:28])=[CH:20][N:21]=[C:22]([Cl:27])[C:23]=3[CH:24]=[CH:25][CH:26]=2)(=[O:16])=[O:15])[CH2:10]1)=O)(C)(C)C.C(OC([NH:36][C@H]1CCN(S(C2C3C(Cl)=CN=C(N)C=3C=CC=2)(=O)=O)C1)=O)(C)(C)C>>[NH2:8][C@H:9]1[CH2:13][CH2:12][N:11]([S:14]([C:17]2[C:18]3[C:19]([Br:28])=[CH:20][N:21]=[C:22]([NH2:36])[C:23]=3[CH:24]=[CH:25][CH:26]=2)(=[O:16])=[O:15])[CH2:10]1.[ClH:27]. Reported procedure: Intermediate 29a was used in the method of Example 39-1, Step B instead of Intermediate 28a to obtain the title compound as hydrochloride. Reactants: C(CCCC)N1C(=O)C(=O)C2=CC=C(C=C12)OC (1-pentyl-6-methoxy-isatin), CC(CC(=O)NN)C (3-methylbutanohydrazide). Yields the product COC1=CC=C2/C(/C(N(C2=C1)CCCCC)=O)=N/NC(CC(C)C)=O (N′-[(3Z)-6-methoxy-1-pentyl-2-oxo-1,2-dihydro-3H-indol-3-ylidene]-3-methylbutanohydrazide). As a reaction SMILES: [CH2:1]([N:6]1[C:16]2[C:11](=[CH:12][CH:13]=[C:14]([O:17][CH3:18])[CH:15]=2)[C:9](=O)[C:7]1=[O:8])[CH2:2][CH2:3][CH2:4][CH3:5].[CH3:19][CH:20]([CH3:26])[CH2:21][C:22]([NH:24][NH2:25])=[O:23]>>[CH3:18][O:17][C:14]1[CH:15]=[C:16]2[C:11](/[C:9](=[N:25]/[NH:24][C:22](=[O:23])[CH2:21][CH:20]([CH3:26])[CH3:19])/[C:7](=[O:8])[N:6]2[CH2:1][CH2:2][CH2:3][CH2:4][CH3:5])=[CH:12][CH:13]=1. Procedure details: The title compound was prepared as a yellow solid, using 1-pentyl-6-methoxy-isatin obtained in Example 39(A) and 3-methylbutanohydrazide according to the synthetic method E. NMR (CDCl3): δ 0.92 (t, 3H), 1.05 (d, 6H), 1.36 to 1.39 (m, 4H), 1.69-1.75 (m, 2H), 2.30 (m, 2H), 2.72 (d, 1H), 3.72 (t, 2H), 3.89 (s, 3H), 6.44 (d, 1H), 6.64 (dd, 1H), 7.54 and 7.77 (d for isomers, 1H), 12.41 and 13.03 (br s for isomers, 1H). Starting materials: [N+](=O)([O-])C1=NNC=C1 (3-nitro-1H-pyrazole), [H-].[Na+] (sodium hydride), oil, BrCCC1=CC=CC=C1 ((2-bromo-ethyl)-benzene). The solvent is CN(C=O)C (N,N-dimethylformamide). The product is [N+](=O)([O-])C1=NN(C=C1)CCC1=CC=CC=C1 (3-nitro-1-phenethyl-1H-pyrazole). Yield: 78.3%. Reaction SMILES: [N+:1]([C:4]1[CH:8]=[CH:7][NH:6][N:5]=1)([O-:3])=[O:2].[H-].[Na+].Br[CH2:12][CH2:13][C:14]1[CH:19]=[CH:18][CH:17]=[CH:16][CH:15]=1>CN(C)C=O>[N+:1]([C:4]1[CH:8]=[CH:7][N:6]([CH2:12][CH2:13][C:14]2[CH:19]=[CH:18][CH:17]=[CH:16][CH:15]=2)[N:5]=1)([O-:3])=[O:2] |f:1.2|. Reported procedure: To a solution of 3-nitro-1H-pyrazole (prepared in example 3, 200 mg, 1.77 mmol) in anhydrous N,N-dimethylformamide (2 mL), a 60% dispersion of sodium hydride in mineral oil (92 mg, 2.30 mmol) was added while stirring under nitrogen. After the effervescence ceased and the mixture was stirred for additional 20 min, (2-bromo-ethyl)-benzene (426 mg, 2.30 mmol) was added. The mixture was continued to stir under nitrogen for an additional 2 h. The solvent was removed in vacuo and purification by ISCO ... The reactants are Br, O=C([O-])[O-], CN1CCC(O)(c2ccccc2)C(Br)C1, [K+], [K+], [Na+], [OH-], O. Yields the product CN1CCC2(c3ccccc3)OC2C1. As a reaction SMILES: [BrH:1].[C:19](=[O:20])([O-:21])[O-:22].[CH3:2][N:3]1[CH2:4][CH:5]([Br:16])[C:6]([OH:9])([c:10]2[cH:11][cH:12][cH:13][cH:14][cH:15]2)[CH2:7][CH2:8]1.[K+:23].[K+:24].[Na+:18].[OH-:17].[OH2:25]>>[CH3:2][N:3]1[CH2:4][CH:5]2[C:6]([c:10]3[cH:11][cH:12][cH:13][cH:14][cH:15]3)([CH2:7][CH2:8]1)[O:9]2. Starting materials: CO (methanol), [N+](=[N-])=C (diazomethane), C(C1=CC=CC=C1)N1C(C(=C(C2=CC(=CC=C12)C)O)C(=O)OCC)=O (1-benzyl-3-ethoxycarbonyl-4-hydroxy-6-methyl-2(1H)-quinolinone). Run in CCOCC (ether), ClCCl (dichloromethane). Yields the product C(C1=CC=CC=C1)N1C(C(=C(C2=CC(=CC=C12)C)OC)C(=O)OCC)=O (1-benzyl-3-ethoxycarbonyl-4-methoxy-6-methyl-2(1H)-quinolinone). RXN SMILES: [CH2:1]([N:8]1[C:17]2[C:12](=[CH:13][C:14]([CH3:18])=[CH:15][CH:16]=2)[C:11]([OH:19])=[C:10]([C:20]([O:22][CH2:23][CH3:24])=[O:21])[C:9]1=[O:25])[C:2]1[CH:7]=[CH:6][CH:5]=[CH:4][CH:3]=1.CO.[N+](=[CH2:30])=[N-]>ClCCl.CCOCC>[CH2:1]([N:8]1[C:17]2[C:12](=[CH:13][C:14]([CH3:18])=[CH:15][CH:16]=2)[C:11]([O:19][CH3:30])=[C:10]([C:20]([O:22][CH2:23][CH3:24])=[O:21])[C:9]1=[O:25])[C:2]1[CH:7]=[CH:6][CH:5]=[CH:4][CH:3]=1. Procedure details: A solution of 1-benzyl-3-ethoxycarbonyl-4-hydroxy-6-methyl-2(1H)-quinolinone obtained in Step (3) of Preparation A (12.4 g) in dichloromethane (50 ml) and methanol (10 ml) was treated with excess diazomethane in ether for 10 mins and was then evaporated. The crude methylation product, upon chromatography on silica gel, yielded 1-benzyl-3-ethoxycarbonyl-4-methoxy-6-methyl-2(1H)-quinolinone (11.5 g). This product (7.13 g) in dry toluene (80 ml) was cooled to -78° C. and a 1M solution of di-isobuty...